From a dataset of the Open Reaction Database (ORD), a public repository of structured organic reaction records. describe an organic reaction: reactants, conditions, products, and yield The reactants are CC(NC(=O)C1CCN(C(=O)OCc2ccccc2)CC1)c1ccccc1, O=C(O)C1CCN(C(=O)OCc2ccccc2)CC1, CC(N)c1ccccc1, [Cl-]. Product: CC(NC(=O)C1CCNCC1)c1ccccc1. RXN SMILES: [CH2:1]([O:2][C:3](=[O:4])[N:11]1[CH2:12][CH2:13][CH:14]([C:17]([NH:18][CH:19]([c:20]2[cH:21][cH:22][cH:23][cH:24][cH:25]2)[CH3:26])=[O:27])[CH2:15][CH2:16]1)[c:5]1[cH:6][cH:7][cH:8][cH:9][cH:10]1.[CH2:29]([O:30][C:31]([N:32]1[CH2:33][CH2:34][CH:35]([C:36]([OH:37])=[O:38])[CH2:39][CH2:40]1)=[O:41])[c:42]1[cH:43][cH:44][cH:45][cH:46][cH:47]1.[CH3:48][CH:49]([NH2:50])[c:51]1[cH:52][cH:53][cH:54][cH:55][cH:56]1.[Cl-:28]>>[NH:11]1[CH2:12][CH2:13][CH:14]([C:17]([NH:18][CH:19]([c:20]2[cH:21][cH:22][cH:23][cH:24][cH:25]2)[CH3:26])=[O:27])[CH2:15][CH2:16]1. Starting materials: COC(C1=C(C=CC(=C1)OCCCCCCCCCCCCCC)O)=O (hydroxy-5-(tetradecyloxy)benzoic acid methyl ester), C(C1=CC=CC=C1)Br (benzyl bromide). Yields the product COC(C1=C(C=CC(=C1)OCCCCCCCCCCCCCC)OCC1=CC=CC=C1)=O (2-(phenylmethoxy)-5-(tetradecyloxy)benzoic acid methyl ester). The yield is 82.0%. RXN SMILES: [CH3:1][O:2][C:3](=[O:26])[C:4]1[CH:9]=[C:8]([O:10][CH2:11][CH2:12][CH2:13][CH2:14][CH2:15][CH2:16][CH2:17][CH2:18][CH2:19][CH2:20][CH2:21][CH2:22][CH2:23][CH3:24])[CH:7]=[CH:6][C:5]=1[OH:25].[CH2:27](Br)[C:28]1[CH:33]=[CH:32][CH:31]=[CH:30][CH:29]=1>>[CH3:1][O:2][C:3](=[O:26])[C:4]1[CH:9]=[C:8]([O:10][CH2:11][CH2:12][CH2:13][CH2:14][CH2:15][CH2:16][CH2:17][CH2:18][CH2:19][CH2:20][CH2:21][CH2:22][CH2:23][CH3:24])[CH:7]=[CH:6][C:5]=1[O:25][CH2:27][C:28]1[CH:33]=[CH:32][CH:31]=[CH:30][CH:29]=1. Reported procedure: The reaction of 2-(hydroxy-5-(tetradecyloxy)benzoic acid methyl ester with benzyl bromide under conditions described in Example 59 gave 2-(phenylmethoxy)-5-(tetradecyloxy)benzoic acid methyl ester (82% yield, mp 43°-46°).